From a dataset of the Open Reaction Database (ORD), a public repository of structured organic reaction records. describe an organic reaction: reactants, conditions, products, and yield Starting materials: ClCCl, CN(C)C=O, CSc1cc(C(=O)O)n(C)c1C(=O)c1ccc(Cl)cc1, C=[N+]=[N-]. Yields the product CSc1cc(C(=O)C=[N+]=[N-])n(C)c1C(=O)c1ccc(Cl)cc1. As a reaction SMILES: [CH2:29]([Cl:30])[Cl:31].[CH3:21][N:22]([CH3:23])[CH:24]=[O:25].[Cl:1][c:2]1[cH:3][cH:4][c:5]([C:6](=[O:7])[c:8]2[c:9]([S:17][CH3:18])[cH:10][c:11]([C:14](=[O:15])[OH:16])[n:12]2[CH3:13])[cH:19][cH:20]1.[N+:26](=[N-:27])=[CH2:28]>>[Cl:1][c:2]1[cH:3][cH:4][c:5]([C:6](=[O:7])[c:8]2[c:9]([S:17][CH3:18])[cH:10][c:11]([C:14](=[O:16])[CH:28]=[N+:26]=[N-:27])[n:12]2[CH3:13])[cH:19][cH:20]1. The reactants are Cl (HCl), C(C)OC(=O)C=1C=2C[C@@H]3[C@H](C2N(N1)C1=NC=C(N=C1)Br)C3 ((1aR,5aR)-2-(5-bromopyrazin-2-yl)-1a,2,5,5a-tetrahydro-1H-2,3-diaza-cyclopropa[a]pentalene-4-carboxylic acid ethyl ester), O (water), C[O-].[Na+] (sodium methoxide). The solvent is CO (methanol). Reaction conditions: temperature 140 celsius. The product is COC=1N=CC(=NC1)N1N=C(C=2C[C@@H]3[C@H](C12)C3)C(=O)O ((1aR,5aR)-2-(5-Methoxypyrazin-2-yl)-1a,2,5,5a-tetrahydro-1H-2,3-diaza-cyclopropa[a]pentalene-4-carboxylic Acid). The yield is 74.7%. RXN SMILES: C([O:3][C:4]([C:6]1[C:7]2[CH2:8][C@H:9]3[CH2:21][C@H:10]3[C:11]=2[N:12]([C:14]2[CH:19]=[N:18][C:17](Br)=[CH:16][N:15]=2)[N:13]=1)=[O:5])C.[CH3:22][O-:23].[Na+].O.Cl>CO>[CH3:22][O:23][C:17]1[N:18]=[CH:19][C:14]([N:12]2[C:11]3[C@@H:10]4[CH2:21][C@@H:9]4[CH2:8][C:7]=3[C:6]([C:4]([OH:3])=[O:5])=[N:13]2)=[N:15][CH:16]=1 |f:1.2|. Reported procedure: To a reaction vial containing (1aR,5aR)-2-(5-bromopyrazin-2-yl)-1a,2,5,5a-tetrahydro-1H-2,3-diaza-cyclopropa[a]pentalene-4-carboxylic acid ethyl ester (120 mg, 0.344 mmol) in methanol was added sodium methoxide (74 mg, 1.375 mmol). The reaction mixture was heated at 140° C. for 1 h under microwave irradiation, poured into water, acidified with HCl solution and extracted with solution of DCM:IPA (4:1). The combined organics were dried and concentrated to give the title compound (70 mg). LCMS m/z=... Reactants: C(#C)C1=CC=C(S1)C(=O)NC(C(=O)O)(C)C (2-[(5-ethynyl-thiophen-2-yl)-carbonylamino]-2-methyl-propionic acid), petroleum ether ethyl acetate. The solvent is C(C)(=O)OC(C)=O (acetic anhydride). Product: C(#C)C1=CC=C(S1)C=1OC(C(N1)(C)C)=O (2-(5-ethynyl-thiophen-2-yl)-4,4-dimethyl-4H-oxazol-5-one). RXN SMILES: [C:1]([C:3]1[S:7][C:6]([C:8]([NH:10][C:11]([CH3:16])([CH3:15])[C:12]([OH:14])=[O:13])=O)=[CH:5][CH:4]=1)#[CH:2]>C(OC(=O)C)(=O)C>[C:1]([C:3]1[S:7][C:6]([C:8]2[O:13][C:12](=[O:14])[C:11]([CH3:16])([CH3:15])[N:10]=2)=[CH:5][CH:4]=1)#[CH:2]. Reported procedure: Prepared analogously to Example 3-a from 2-[(5-ethynyl-thiophen-2-yl)-carbonylamino]-2-methyl-propionic acid in acetic anhydride at 65° C. with subsequent purification by chromatography on silica gel with the eluant (petroleum ether/ethyl acetate=2:1). The reactants are FC1=C(C=C(C(=O)O)C=C1)S(=O)(=O)N1CCOCC1 (4-Fluoro-3-(morpholinosulfonyl)benzoic acid), S(O)(O)(=O)=O (sulfuric acid), CO (methanol). The product is FC1=C(C=C(C(=O)OC)C=C1)S(=O)(=O)N1CCOCC1 (Methyl 4-fluoro-3-(morpholinosulfonyl)benzoate). As a reaction SMILES: [F:1][C:2]1[CH:10]=[CH:9][C:5]([C:6]([OH:8])=[O:7])=[CH:4][C:3]=1[S:11]([N:14]1[CH2:19][CH2:18][O:17][CH2:16][CH2:15]1)(=[O:13])=[O:12].S(=O)(=O)(O)O.[CH3:25]O>>[F:1][C:2]1[CH:10]=[CH:9][C:5]([C:6]([O:8][CH3:25])=[O:7])=[CH:4][C:3]=1[S:11]([N:14]1[CH2:19][CH2:18][O:17][CH2:16][CH2:15]1)(=[O:12])=[O:13]. Reported procedure: 4-Fluoro-3-(morpholinosulfonyl)benzoic acid (50 mg, 0.173 mmol) was refluxed overnight in the presence of concentrated sulfuric acid (1.117 mg, 8.64 μmol) in methanol (8 mL) at 70° C. The reaction was monitored by TLC. After completion of the reaction, the solvent was removed by vacuum and compound was purified by column chromatography affording the title compound (20 mg). 1H NMR (400 MHz, CD3OD): δ 8.42 (dd, 1H, J=2.0 & 6.4 Hz), 8.33 (m, 1H), 7.49 (t, 1H, J=8.8 Hz), 3.94 (s, 3H), 3.71 (m, 4H), ...